describe an organic reaction: reactants, conditions, products, and yield From a dataset of the Open Reaction Database (ORD), a public repository of structured organic reaction records. Reactants: ClC1=C2C(C(=O)N(C2=O)C2(CCCCC2)C#N)=CC=C1 (3-chloro-N-(1-cyanocyclohexyl)-phthalimide), S(O)(O)(=O)=O (sulfuric acid). The solvent is C(Cl)Cl (methylene chloride). Run at time 0.5 hour. Yields the product ClC1=C2C(C(=O)N(C2=O)C2(CCCCC2)C(=O)N)=CC=C1 (1-(3-chlorophthalimido)cyclohexanecarboxamide). RXN SMILES: [Cl:1][C:2]1[CH:20]=[CH:19][CH:18]=[C:4]2[C:5]([N:7]([C:10]3([C:16]#[N:17])[CH2:15][CH2:14][CH2:13][CH2:12][CH2:11]3)[C:8](=[O:9])[C:3]=12)=[O:6].S(=O)(=O)(O)[OH:22]>C(Cl)Cl>[Cl:1][C:2]1[CH:20]=[CH:19][CH:18]=[C:4]2[C:5]([N:7]([C:10]3([C:16]([NH2:17])=[O:22])[CH2:11][CH2:12][CH2:13][CH2:14][CH2:15]3)[C:8](=[O:9])[C:3]=12)=[O:6]. Procedure: To a solution containing 300 mgs. 3-chloro-N-(1-cyanocyclohexyl)-phthalimide in 3 ml. methylene chloride is added, with good stirring, 0.38 ml. concentrated sulfuric acid. After 0.5 hour, ice is added and the aqueous phase extracted with chloroform. The organic phase is washed with water, dried and evaporated to give the 1-(3-chlorophthalimido)cyclohexanecarboxamide which can be purified by recrystallization from aqueous ethanol, m.p. 193°-194° C. Starting materials: C1(CCCCCC1)/C=C(/C(=O)NC=1SC=CN1)\C1=CC=C(C=C1)S(=O)(=O)C ((E)-3-cycloheptyl-2-(4-methanesulfonyl-phenyl)-N-thiazol-2-yl-acrylamide), BrN1C(CCC1=O)=O (N-bromosuccinimide), C(C1=CC=CC=C1)(=O)OOC(C1=CC=CC=C1)=O (benzoyl peroxide). Solvent: C(Cl)(Cl)(Cl)Cl (carbon tetrachloride). Run at temperature 90 celsius, time 8 hour. Yields the product hexanes ethyl acetate, BrC1=CN=C(S1)NC(\C(=C\C1CCCCCC1)\C1=CC=C(C=C1)S(=O)(=O)C)=O ((E)-N-(5-bromo-thiazol-2-yl)-3-cycloheptyl-2-(4-methanesulfonyl-phenyl)-acrylamide). Isolated yield 35.6%. As a reaction SMILES: [CH:1]1(/[CH:8]=[C:9](\[C:18]2[CH:23]=[CH:22][C:21]([S:24]([CH3:27])(=[O:26])=[O:25])=[CH:20][CH:19]=2)/[C:10]([NH:12][C:13]2[S:14][CH:15]=[CH:16][N:17]=2)=[O:11])[CH2:7][CH2:6][CH2:5][CH2:4][CH2:3][CH2:2]1.[Br:28]N1C(=O)CCC1=O.C(OOC(=O)C1C=CC=CC=1)(=O)C1C=CC=CC=1>C(Cl)(Cl)(Cl)Cl>[Br:28][C:15]1[S:14][C:13]([NH:12][C:10](=[O:11])/[C:9](/[C:18]2[CH:23]=[CH:22][C:21]([S:24]([CH3:27])(=[O:26])=[O:25])=[CH:20][CH:19]=2)=[CH:8]/[CH:1]2[CH2:7][CH2:6][CH2:5][CH2:4][CH2:3][CH2:2]2)=[N:17][CH:16]=1. Procedure details: A suspension of (E)-3-cycloheptyl-2-(4-methanesulfonyl-phenyl)-N-thiazol-2-yl-acrylamide (prepared in Example 5, 202 mg, 0.5 mmol) and N-bromosuccinimide (89 mg, 0.5 mmol) in carbon tetrachloride (2 mL) at 25° C. was treated with benzoyl peroxide (6 mg, 0.025 mmol). The resulting reaction mixture was heated to 90° C. where it was stirred overnight at this temperature. The reaction mixture was allowed to cool to 25° C. and then concentrated in vacuo. The residue was dissolved in ethyl acetate (25...